Dataset: the Open Reaction Database (ORD), a public repository of structured organic reaction records. Task: describe an organic reaction: reactants, conditions, products, and yield The reactants are CO, Cl, [K+], CCCCCC(CCC1CCC(=O)C1CCCCCCC(=O)OCC)N=[N+]=[N-], [OH-], O. The product is CCCCCC(CCC1CCC(=O)C1CCCCCCC(=O)O)N=[N+]=[N-]. Reaction SMILES: [CH3:33][OH:34].[ClH:31].[K+:30].[N:1](=[N+:2]=[N-:3])[CH:4]([CH2:5][CH2:6][CH:7]1[CH2:8][CH2:9][C:10](=[O:23])[CH:11]1[CH2:12][CH2:13][CH2:14][CH2:15][CH2:16][CH2:17][C:18](=[O:19])[O:20][CH2:21][CH3:22])[CH2:24][CH2:25][CH2:26][CH2:27][CH3:28].[OH-:29].[OH2:32]>>[N:1](=[N+:2]=[N-:3])[CH:4]([CH2:5][CH2:6][CH:7]1[CH2:8][CH2:9][C:10](=[O:23])[CH:11]1[CH2:12][CH2:13][CH2:14][CH2:15][CH2:16][CH2:17][C:18](=[O:19])[OH:20])[CH2:24][CH2:25][CH2:26][CH2:27][CH3:28].